From a dataset of the Open Reaction Database (ORD), a public repository of structured organic reaction records. describe an organic reaction: reactants, conditions, products, and yield Run in C(C)#N (acetonitrile). Yields the product COC(CN(C1=CC=CC=C1)C)=O ((Methyl-phenyl-amino)-acetic acid methyl ester). Reaction SMILES: [CH3:1][O:2][C:3](=[O:12])[CH2:4][NH:5][C:6]1[CH:11]=[CH:10][CH:9]=[CH:8][CH:7]=1.[C:13](=O)([O-])[O-].[K+].[K+].IC>C(#N)C>[CH3:1][O:2][C:3](=[O:12])[CH2:4][N:5]([CH3:13])[C:6]1[CH:11]=[CH:10][CH:9]=[CH:8][CH:7]=1 |f:1.2.3|. Starting materials: COC(CNC1=CC=CC=C1)=O (N-phenylglycine methyl ester), C([O-])([O-])=O.[K+].[K+] (potassium carbonate), IC (iodomethane). Reported procedure: The mixture of N-phenylglycine methyl ester (0.99 g, 6 mmol), potassium carbonate (1.66 g, 12 mmol), and iodomethane (1.28 g, 9 mmol) in acetonitrile (20 mL) was refluxed overnight. The solids were filtered and the filtrate was diluted with water (100 mL), extracted with dichloromethane (4×50 mL). The combined organic extracts were washed with brine (100 mL), dried (Na2SO4), filtered, and concentrated under reduced pressure. The crude product was purified by flash chromatography (silica gel, eth... Yield: 76.3%. The reactants are COC1=CC=CC(=N1)C=1C=C(CC(CC2=CC(=CC=C2)C2=NC(=CC=C2)OC)CC2=CC(=CC=C2)C2=NC(=CC=C2)OC)C=CC1 (tris(3-(6-methoxy-2-pyridyl)benzyl)methane), Cl.[NH+]1=CC=CC=C1 (pyridinium hydrochloride), [OH-].[K+] (potassium hydroxide). The solvent is O (water). Reaction conditions: temperature 190 celsius. Yields the product OC1=CC=CC(=N1)C=1C=C(CC(CC2=CC(=CC=C2)C2=NC(=CC=C2)O)CC2=CC(=CC=C2)C2=NC(=CC=C2)O)C=CC1 (Tris(3-(6-hydroxy-2-pyridyl)benzyl)methane). Reaction SMILES: C[O:2][C:3]1[N:8]=[C:7]([C:9]2[CH:10]=[C:11]([CH:44]=[CH:45][CH:46]=2)[CH2:12][CH:13]([CH2:29][C:30]2[CH:35]=[CH:34][CH:33]=[C:32]([C:36]3[CH:41]=[CH:40][CH:39]=[C:38]([O:42]C)[N:37]=3)[CH:31]=2)[CH2:14][C:15]2[CH:20]=[CH:19][CH:18]=[C:17]([C:21]3[CH:26]=[CH:25][CH:24]=[C:23]([O:27]C)[N:22]=3)[CH:16]=2)[CH:6]=[CH:5][CH:4]=1.Cl.[NH+]1C=CC=CC=1.[OH-].[K+]>O>[OH:27][C:23]1[N:22]=[C:21]([C:17]2[CH:16]=[C:15]([CH:20]=[CH:19][CH:18]=2)[CH2:14][CH:13]([CH2:12][C:11]2[CH:44]=[CH:45][CH:46]=[C:9]([C:7]3[CH:6]=[CH:5][CH:4]=[C:3]([OH:2])[N:8]=3)[CH:10]=2)[CH2:29][C:30]2[CH:35]=[CH:34][CH:33]=[C:32]([C:36]3[CH:41]=[CH:40][CH:39]=[C:38]([OH:42])[N:37]=3)[CH:31]=2)[CH:26]=[CH:25][CH:24]=1 |f:1.2,3.4|. Procedure: A mixture of 4.9 g (8.0 mmol) of tris(3-(6-methoxy-2-pyridyl)benzyl)methane and 7.4 g (64 mmol) of pyridinium hydrochloride was heated at 190° C. for 3 h. After cooling, the mixture was taken up in 200 ml of water and adjusted to pH=7.7 using 1N potassium hydroxide solution. The aqueous phase was extracted five times with 200 ml of dichloromethane. The organic phase was dried over magnesium sulfate and filtered through a short frit with silica gel. After removal of the solvent, the residue was r... The reactants are C(CC)N (n-propylamine), ClC1=NC(=NC2=CC(=CC=C12)C(F)(F)F)C1=C(C=CC=C1)SCC (4-chloro-2-(2-ethylsulfanylphenyl)-7-trifluoromethylquinazoline), C(C)#N (acetonitrile), C1CCOC1 (THF). The solvent is O (Water). Conditions: time 30 minute. Product: C(C)SC1=C(C=CC=C1)C1=NC2=CC(=CC=C2C(=N1)NCCC)C(F)(F)F (2-(2-ethylsulfanylphenyl)-4-propylamino-7-trifluoromethylquinazoline). Reaction SMILES: [CH2:1]([NH2:4])[CH2:2][CH3:3].Cl[C:6]1[C:15]2[C:10](=[CH:11][C:12]([C:16]([F:19])([F:18])[F:17])=[CH:13][CH:14]=2)[N:9]=[C:8]([C:20]2[CH:25]=[CH:24][CH:23]=[CH:22][C:21]=2[S:26][CH2:27][CH3:28])[N:7]=1.C(#N)C.C1COCC1>O>[CH2:27]([S:26][C:21]1[CH:22]=[CH:23][CH:24]=[CH:25][C:20]=1[C:8]1[N:7]=[C:6]([NH:4][CH2:1][CH2:2][CH3:3])[C:15]2[C:10](=[CH:11][C:12]([C:16]([F:17])([F:18])[F:19])=[CH:13][CH:14]=2)[N:9]=1)[CH3:28]. Procedure details: 0.5 ml of n-propylamine was added to a mixture of 450 mg of 4-chloro-2-(2-ethylsulfanylphenyl)-7-trifluoromethylquinazoline, 3 ml of acetonitrile and 3 ml of THF, and the mixture was stirred at room temperature for 30 minutes. Water was added to the reaction mixture, and the mixture was extracted with ethyl acetate. The organic layer was washed with water and dried over anhydrous magnesium sulfate, and then concentrated under reduced pressure to obtain 495 mg of 2-(2-ethylsulfanylphenyl)-4-propy...